This data is from the Open Reaction Database (ORD), a public repository of structured organic reaction records. The task is: describe an organic reaction: reactants, conditions, products, and yield Starting materials: CC(=O)O[BH-](OC(C)=O)OC(C)=O, O=C([O-])O, C=O, CNc1ccc2c(c1)C(=CC(=O)c1ccccc1)NC(C)(C)C2, CC(=O)O, [Na+], [Na+], C1CCOC1. The product is CN(C)c1ccc2c(c1)C(=CC(=O)c1ccccc1)NC(C)(C)C2. Reaction SMILES: [C:26]([O:27][BH-:28]([O:29][C:30](=[O:31])[CH3:32])[O:33][C:34](=[O:35])[CH3:36])(=[O:37])[CH3:38].[C:40](=[O:41])([OH:42])[O-:43].[CH2:24]=[O:25].[CH3:1][NH:2][c:3]1[cH:4][cH:5][c:6]2[c:11]([cH:12]1)[C:10](=[CH:13][C:14](=[O:15])[c:16]1[cH:17][cH:18][cH:19][cH:20][cH:21]1)[NH:9][C:8]([CH3:22])([CH3:23])[CH2:7]2.[CH3:50][C:51](=[O:52])[OH:53].[Na+:39].[Na+:44].[O:45]1[CH2:46][CH2:47][CH2:48][CH2:49]1>>[CH3:1][N:2]([c:3]1[cH:4][cH:5][c:6]2[c:11]([cH:12]1)[C:10](=[CH:13][C:14](=[O:15])[c:16]1[cH:17][cH:18][cH:19][cH:20][cH:21]1)[NH:9][C:8]([CH3:22])([CH3:23])[CH2:7]2)[CH3:26]. The reactants are FC1=CC=C(C=C1)NCC#CC1=CC=C(C=C1)C#CC1(COC(OC1)(C)C)NC(OC(C)(C)C)=O (tert-Butyl 5-((4-(3-(4-fluorophenylamino)prop-1-ynyl)phenyl)-ethynyl)-2,2-dimethyl-1,3-dioxan-5-ylcarbamate), C(C)(C)(C)OC(NC1(COC(OC1)(C)C)C#CC1=CC=C(C=C1)S(NC1C2C(C(CC1)C2)(C)C)(=O)=O)=O (tert-butyl-5-((4-(N-(6,6-dimethylbicyclo[3.1.1]heptan-2-yl)sulfamoyl)phenyl-)ethynyl)-2,2-dimethyl-1,3-dioxan-5-ylcarbamate). The product is C(C)(C)(C)OC(NC1(COC(OC1)(C)C)CCC1=CC=C(C=C1)CCCNC1=CC=C(C=C1)F)=O (tert-Butyl-5-(4-(3-(4-fluorophenylamino)propyl)phenethyl)-2,2-dimethyl-1,3-dioxan-5-ylcarbamate). The yield is 94.0%. RXN SMILES: [F:1][C:2]1[CH:7]=[CH:6][C:5]([NH:8][CH2:9][C:10]#[C:11][C:12]2[CH:17]=[CH:16][C:15]([C:18]#[C:19][C:20]3([NH:28][C:29](=[O:35])[O:30][C:31]([CH3:34])([CH3:33])[CH3:32])[CH2:25][O:24][C:23]([CH3:27])([CH3:26])[O:22][CH2:21]3)=[CH:14][CH:13]=2)=[CH:4][CH:3]=1.C(OC(=O)NC1(C#CC2C=CC(S(=O)(=O)NC3CCC4CC3C4(C)C)=CC=2)COC(C)(C)OC1)(C)(C)C>>[C:31]([O:30][C:29](=[O:35])[NH:28][C:20]1([CH2:19][CH2:18][C:15]2[CH:16]=[CH:17][C:12]([CH2:11][CH2:10][CH2:9][NH:8][C:5]3[CH:6]=[CH:7][C:2]([F:1])=[CH:3][CH:4]=3)=[CH:13][CH:14]=2)[CH2:25][O:24][C:23]([CH3:27])([CH3:26])[O:22][CH2:21]1)([CH3:32])([CH3:33])[CH3:34]. Reported procedure: When the product of Step B was substituted for tert-butyl-5-((4-(N-(6,6-dimethylbicyclo[3.1.1]heptan-2-yl)sulfamoyl)phenyl-)ethynyl)-2,2-dimethyl-1,3-dioxan-5-ylcarbamate in Example 19, Step C, the similar process afforded the title compound in 94% yield, as creamy gum. 1H-NMR (CDCl3) 1.42 (s, 3H); 1.44 (s, 3H); 1.46 (s, 9H); 1.87-1.96 (m, 4H); 2.5-2.56 (m, 2H); 2.67 (tr, 2H, J=7.32 Hz); 3.04 (tr, 2H, J=7.05 Hz); 3.86 (d, 2H, J=11.8 Hz); 3.88 (d, 2H, J=11.7 Hz); 4.9 (s, 1H); 6.45-6.50 (m, 2H); 6... The reactants are CC(=O)O, ClCCC(=C(c1ccccc1)c1ccc(OCCN2CCCC2)cc1)c1ccccc1, [H][H]. Yields the product ClCCC(c1ccccc1)C(c1ccccc1)c1ccc(OCCN2CCCC2)cc1. Reaction SMILES: [CH3:34][C:35](=[O:36])[OH:37].[Cl:1][CH2:2][CH2:3][C:4](=[C:5]([c:6]1[cH:7][cH:8][c:9]([O:12][CH2:13][CH2:14][N:15]2[CH2:16][CH2:17][CH2:18][CH2:19]2)[cH:10][cH:11]1)[c:20]1[cH:21][cH:22][cH:23][cH:24][cH:25]1)[c:26]1[cH:27][cH:28][cH:29][cH:30][cH:31]1.[H:32][H:33]>>[Cl:1][CH2:2][CH2:3][CH:4]([CH:5]([c:6]1[cH:7][cH:8][c:9]([O:12][CH2:13][CH2:14][N:15]2[CH2:16][CH2:17][CH2:18][CH2:19]2)[cH:10][cH:11]1)[c:20]1[cH:21][cH:22][cH:23][cH:24][cH:25]1)[c:26]1[cH:27][cH:28][cH:29][cH:30][cH:31]1.